This data is from the Open Reaction Database (ORD), a public repository of structured organic reaction records. The task is: describe an organic reaction: reactants, conditions, products, and yield The reactants are OC=1C=C(C=O)C=CC1[N+](=O)[O-] (3-hydroxy-4-nitro benzaldehyde), C1(=CC=CC=C1)CCCNC(CC#N)=O (N-3-phenyl-n-propyl cyanoacetamide). The product is OC=1C=C(C=CC1[N+](=O)[O-])/C=C(\C#N)/C(=O)NCCCC1=CC=CC=C1 ((E)-3-(3-Hydroxy-4-nitrophenyl)-2-[(3-phenyl-n-propyl)aminocarbonyl]acrylonitrile). Reaction SMILES: [OH:1][C:2]1[CH:3]=[C:4]([CH:7]=[CH:8][C:9]=1[N+:10]([O-:12])=[O:11])[CH:5]=O.[C:13]1([CH2:19][CH2:20][CH2:21][NH:22][C:23](=[O:27])[CH2:24][C:25]#[N:26])[CH:18]=[CH:17][CH:16]=[CH:15][CH:14]=1>>[OH:1][C:2]1[CH:3]=[C:4](/[CH:5]=[C:24](/[C:23]([NH:22][CH2:21][CH2:20][CH2:19][C:13]2[CH:14]=[CH:15][CH:16]=[CH:17][CH:18]=2)=[O:27])\[C:25]#[N:26])[CH:7]=[CH:8][C:9]=1[N+:10]([O-:12])=[O:11]. Procedure details: M-39 was prepared with 3-hydroxy-4-nitro benzaldehyde and N-3-phenyl-n-propyl cyanoacetamide under similar conditions as described for M28. The reactants are CC(C)n1nc(OCc2ccccc2)c(CO)c1Br, ClCCl. The product is CC(C)n1nc(OCc2ccccc2)c(C=O)c1Br. As a reaction SMILES: [CH2:1]([c:2]1[cH:3][cH:4][cH:5][cH:6][cH:7]1)[O:8][c:9]1[n:10][n:11]([CH:17]([CH3:18])[CH3:19])[c:12]([Br:16])[c:13]1[CH2:14][OH:15].[Cl:20][CH2:21][Cl:22]>>[CH2:1]([c:2]1[cH:3][cH:4][cH:5][cH:6][cH:7]1)[O:8][c:9]1[n:10][n:11]([CH:17]([CH3:18])[CH3:19])[c:12]([Br:16])[c:13]1[CH:14]=[O:15]. Starting materials: CC1=C(C(=C(C(=O)[O-])C=C1)CC)I (methyl-ethyl-3-iodobenzoate), ClC1=CC=C(C=C1)[C@@H]1C[C@]12C(NC1=CC=CC=C21)=O ((1S,2S)-2-(4-chlorophenyl)spiro [cyclopropane-1,3′-indolin]-2′-one), C23H16ClNO3. Yields the product ClC1=CC=C(C=C1)[C@H]1C[C@@]12C(N(C1=CC=CC=C21)C=2C=C(C(=O)O)C=CC2)=O ((1R,2R)-3-(−2-(4-chlorophenyl)-2′-oxospiro[cyclopropane-1,3′-indoline]-1′-yl)benzoic acid). RXN SMILES: C[C:2]1[CH:10]=[CH:9][C:5]([C:6]([O-:8])=[O:7])=[C:4](CC)[C:3]=1I.[Cl:14][C:15]1[CH:20]=[CH:19][C:18]([C@H:21]2[C@:23]3([C:31]4[C:26](=[CH:27][CH:28]=[CH:29][CH:30]=4)[NH:25][C:24]3=[O:32])[CH2:22]2)=[CH:17][CH:16]=1>>[Cl:14][C:15]1[CH:16]=[CH:17][C:18]([C@@H:21]2[C@@:23]3([C:31]4[C:26](=[CH:27][CH:28]=[CH:29][CH:30]=4)[N:25]([C:3]4[CH:4]=[C:5]([CH:9]=[CH:10][CH:2]=4)[C:6]([OH:8])=[O:7])[C:24]3=[O:32])[CH2:22]2)=[CH:19][CH:20]=1. Reported procedure: The title compound was prepared in analogy to Example 81 starting from methyl-ethyl-3-iodobenzoate (commercially available), (1R,2R) and (1S,2S)-2-(4-chlorophenyl)spiro [cyclopropane-1,3′-indolin]-2′-one prepared as in Scheme 1 LC/MS m/e calcd. for C23H16ClNO3 389, observed (M+H)+: 390.1. 1H NMR (400 MHz, DMSO-d6) δppm 2.31-2.42 (m, 2 H) 3.42 (t, J=8.72 Hz, 1 H) 6.88 (d, J=7.58 Hz, 1 H) 7.15 (t, J=7.20 Hz, 1 H) 7.22-7.28 (m, 1 H) 7.28-7.36 (m, 3 H) 7.36-7.41 (m, 2 H) 7.60-7.70 (m, 2 H) 7.86 (s, ... Reactants: Cl (Hydrochloric acid), C(CCCCCCCCCCCCCCCCC)NC(=O)C1=C(C=CC=C1)COC(=O)N1CCN(CC1)C ([2-(N-octadecylcarbamoyl)phenyl]methyl-4-methylpiperazinecarboxylate). Run in C(C)(=O)OCC (ethyl acetate), C(C)(=O)OCC (ethyl acetate). Conditions: time 10 minute. Product: Cl.C(CCCCCCCCCCCCCCCCC)NC(=O)C1=C(C=CC=C1)COC(=O)N1CCN(CC1)C ([2-(N-Octadecylcarbamoyl)phenyl]methyl-4-methylpiperazinecarboxylate hydrochloride). Reaction SMILES: [ClH:1].[CH2:2]([NH:20][C:21]([C:23]1[CH:28]=[CH:27][CH:26]=[CH:25][C:24]=1[CH2:29][O:30][C:31]([N:33]1[CH2:38][CH2:37][N:36]([CH3:39])[CH2:35][CH2:34]1)=[O:32])=[O:22])[CH2:3][CH2:4][CH2:5][CH2:6][CH2:7][CH2:8][CH2:9][CH2:10][CH2:11][CH2:12][CH2:13][CH2:14][CH2:15][CH2:16][CH2:17][CH2:18][CH3:19]>C(OCC)(=O)C>[ClH:1].[CH2:2]([NH:20][C:21]([C:23]1[CH:28]=[CH:27][CH:26]=[CH:25][C:24]=1[CH2:29][O:30][C:31]([N:33]1[CH2:38][CH2:37][N:36]([CH3:39])[CH2:35][CH2:34]1)=[O:32])=[O:22])[CH2:3][CH2:4][CH2:5][CH2:6][CH2:7][CH2:8][CH2:9][CH2:10][CH2:11][CH2:12][CH2:13][CH2:14][CH2:15][CH2:16][CH2:17][CH2:18][CH3:19] |f:3.4|. Reported procedure: 4N Hydrochloric acid--ethyl acetate solution (0.28 ml) was added to a solution of [2-(N-octadecylcarbamoyl)phenyl]methyl-4-methylpiperazinecarboxylate (0.30 g) in ethyl acetate (4 ml) at room temperature. After being stirred for 10 minutes, the reaction mixture was concentrated. The residue was recrystallized from ethyl acetate-ethanol mixed solvent, thereby yielding 0.32 g of the aimed compound as white solid. The reactants are C(C)(=O)O[C@@H]1[C@@H](OC(C2=CC=CC=C2)=O)[C@@H](OC(C2=CC=CC=C2)=O)[C@@H](O1)COC(C1=CC=CC=C1)=O (1-O-acetyl-2,3,5-tri-O-benzoyl-β-L-ribofuranose), C(Cl)Cl (CH2Cl2), Br (HBr). The solvent is O (water). Conditions: temperature 0 celsius, time 3.5 hour. Yields the product C(C1=CC=CC=C1)(=O)O[C@H]1[C@@H](O)[C@@H](OC(C2=CC=CC=C2)=O)[C@@H](O1)COC(C1=CC=CC=C1)=O (1,3,5-Tri-O-benzoyl-α-L-ribofuranose). The yield is 150.3%. RXN SMILES: [C:1]([O:4][C@H:5]1[O:27][C@@H:26]([CH2:28][O:29][C:30](=[O:37])[C:31]2[CH:36]=[CH:35][CH:34]=[CH:33][CH:32]=2)[C@H:16]([O:17][C:18](=[O:25])[C:19]2[CH:24]=[CH:23][CH:22]=[CH:21][CH:20]=2)[C@@H:6]1[O:7]C(=O)C1C=CC=CC=1)(=[O:3])C.C(Cl)Cl.Br>O>[C:1]([O:4][C@@H:5]1[O:27][C@@H:26]([CH2:28][O:29][C:30](=[O:37])[C:31]2[CH:32]=[CH:33][CH:34]=[CH:35][CH:36]=2)[C@H:16]([O:17][C:18](=[O:25])[C:19]2[CH:24]=[CH:23][CH:22]=[CH:21][CH:20]=2)[C@@H:6]1[OH:7])(=[O:3])[C:19]1[CH:24]=[CH:23][CH:22]=[CH:21][CH:20]=1. Reported procedure: Compound 10 (9 g, 17.84 mmol) was stirred in 100 mL of CH2C12 at 0° C. while 70 mL of CH2Cl2 containing HBr (3.2 g, 30.5 mmol) was added in one portion. The mixture was stirred at 0° C. for 3.5 hrs, water (55 ml) was added and the mixture stirred at room temperature for 18 hours. The organic layer was separated, washed with saturated NaHCO3, dried (MgSO4). After evaporation of the solvent, a foam was obtained, which upon recrystallization from CH2Cl2 and n-hexane, gave 11 as a white solid (6.2 g... Starting materials: IC1=CC=C(C=C1)[C@@H]1[C@@H](CCC1)NS(=O)(=O)C(C)C ((+,−) Cis propane-2-sulfonic acid [2-(4-iodo-phenyl)-cyclopentyl]-amide), CC1(OB(OC1(C)C)C=1C=C(C=CC1)NS(=O)(=O)C)C (N-[3-(4,4,5,5-Tetramethyl-[1,3,2]dioxaborolan-2-yl)-phenyl]-methanesulfonamide), C([O-])([O-])=O.[K+].[K+] (potassium carbonate). Reagents/catalysts: C(C)(=O)[O-].[Pd+2].C(C)(=O)[O-] (palladium acetate). Solvent: C(CC)O (n-propanol), O (water). Run at temperature 90 celsius. Product: CS(=O)(=O)NC=1C=C(C=CC1)C1=CC=C(C=C1)[C@@H]1[C@@H](CCC1)NS(=O)(=O)C(C)C ((+,−) Cis Propane-2-sulfonic Acid [2-(3′-methanesulfonylamino-biphenyl-4-yl)-cyclopentyl]-amide). Yield: 65.8%. RXN SMILES: I[C:2]1[CH:7]=[CH:6][C:5]([C@H:8]2[CH2:12][CH2:11][CH2:10][C@H:9]2[NH:13][S:14]([CH:17]([CH3:19])[CH3:18])(=[O:16])=[O:15])=[CH:4][CH:3]=1.CC1(C)C(C)(C)OB([C:28]2[CH:29]=[C:30]([NH:34][S:35]([CH3:38])(=[O:37])=[O:36])[CH:31]=[CH:32][CH:33]=2)O1.C(=O)([O-])[O-].[K+].[K+]>C(O)CC.O.C([O-])(=O)C.[Pd+2].C([O-])(=O)C>[CH3:38][S:35]([NH:34][C:30]1[CH:31]=[C:32]([C:2]2[CH:7]=[CH:6][C:5]([C@H:8]3[CH2:12][CH2:11][CH2:10][C@H:9]3[NH:13][S:14]([CH:17]([CH3:19])[CH3:18])(=[O:16])=[O:15])=[CH:4][CH:3]=2)[CH:33]=[CH:28][CH:29]=1)(=[O:37])=[O:36] |f:2.3.4,7.8.9|. Procedure details: (+,−) Cis propane-2-sulfonic acid [2-(4-iodo-phenyl)-cyclopentyl]-amide (185 mg, 0.47 mmol, prepared in example 17) and N-[3-(4,4,5,5-Tetramethyl-[1,3,2]dioxaborolan-2-yl)-phenyl]-methanesulfonamide (168 mg, 0.56 mmol) were dissolved in 25 mL of n-propanol and 78 mg (0.56 mmol)of potassium carbonate in 5 mL of water added. A catalytic amount of palladium acetate is added (5 mg) and the mixture refluxed at 90° C. for 4 hours. The reaction is worked up in a manner analogous to example 3. Purificat... Product: CC(CC(=O)O)Oc1ccc([N+](=O)[O-])cc1. The reactants are CC1CC(=O)O1, [Na+], [OH-], O, O=[N+]([O-])c1ccc(O)cc1. As a reaction SMILES: [C:13]1(=[O:18])[CH2:14][CH:15]([CH3:16])[O:17]1.[Na+:12].[OH-:11].[OH2:19].[OH:1][c:2]1[cH:3][cH:4][c:5]([N+:8]([O-:9])=[O:10])[cH:6][cH:7]1>>[O:1]([c:2]1[cH:3][cH:4][c:5]([N+:8]([O-:9])=[O:10])[cH:6][cH:7]1)[CH:15]([CH2:14][C:13](=[O:17])[OH:18])[CH3:16]. The reactants are FC=1C=C2CCC(OC2=CC1)=O (6-fluorochromanone), BrBr (bromine), ice. The solvent is C(C)(=O)O (acetic acid). Run at temperature 25 celsius, time 2 hour. Product: BrC1C(OC2=CC=C(C=C2C1)F)=O (3-Bromo-6-fluorochromanone). Isolated yield 95.2%. As a reaction SMILES: [F:1][C:2]1[CH:3]=[C:4]2[C:9](=[CH:10][CH:11]=1)[O:8][C:7](=[O:12])[CH2:6][CH2:5]2.[Br:13]Br>C(O)(=O)C>[Br:13][CH:6]1[CH2:5][C:4]2[C:9](=[CH:10][CH:11]=[C:2]([F:1])[CH:3]=2)[O:8][C:7]1=[O:12]. Reported procedure: To a solution of 6-fluorochromanone 99.6 g, 0.6 mol) in 500 ml of acetic acid, 96.0 g (0.6 mol) of bromine were added in dropwise at a rate so as to maintain a reaction temperature at 25° C. After stirring the reactants for 2.0 hours at 25° C., the reaction mixture was poured into 1.2 liter of cracked ice with stirring. Resulting precipitate was subsequently filtered, washed with water and then dried on air to give 140 g (95.2%) of the desired compound. As a reaction SMILES: Cl.Cl.[C:3]([C:7]1[CH:8]=[C:9]([NH:13][C:14]([NH:16][C:17]2[CH:22]=[CH:21][C:20]([CH2:23][N:24]3[CH2:29][CH2:28][NH:27][CH2:26][CH2:25]3)=[CH:19][CH:18]=2)=[O:15])[N:10]([CH3:12])[N:11]=1)([CH3:6])([CH3:5])[CH3:4].CCN(C(C)C)C(C)C.N=C=N.C1C=CC2N(O)N=NC=2C=1.[C:52](O)(=[O:59])[C:53]1[CH:58]=[CH:57][N:56]=[CH:55][CH:54]=1.C(O)C(N)(CO)CO>C(Cl)Cl>[C:3]([C:7]1[CH:8]=[C:9]([NH:13][C:14]([NH:16][C:17]2[CH:22]=[CH:21][C:20]([CH2:23][N:24]3[CH2:29][CH2:28][N:27]([C:52]([C:53]4[CH:58]=[CH:57][N:56]=[CH:55][CH:54]=4)=[O:59])[CH2:26][CH2:25]3)=[CH:19][CH:18]=2)=[O:15])[N:10]([CH3:12])[N:11]=1)([CH3:6])([CH3:4])[CH3:5] |f:0.1.2|. Reactants: CCN(C(C)C)C(C)C (DIEA), N=C=N (carbodiimide), C=1C=CC2=C(C1)N=NN2O (HOBT), C(C1=CC=NC=C1)(=O)O (isonicotinic acid), Cl.Cl.C(C)(C)(C)C=1C=C(N(N1)C)NC(=O)NC1=CC=C(C=C1)CN1CCNCC1 (1-(5-tert-butyl-2-methyl-2H-pyrazol-3-yl)-3-(4-piperazin-1-ylmethyl-phenyl)-urea dihydrochloride), C(C(CO)(CO)N)O (trisamine). Conditions: time 8 hour. The product is C(C)(C)(C)C=1C=C(N(N1)C)NC(=O)NC1=CC=C(C=C1)CN1CCN(CC1)C(=O)C1=CC=NC=C1 (1-(5-tert-Butyl-2-methyl-2H-pyrazol-3-yl)-3-{4-[4-(pyridin-4-yl carbonyl)-piperazin-1-ylmethyl]-phenyl}-urea). Solvent: C(Cl)Cl (methylene chloride). Reported procedure: To a suspension of 75 mg (0.17 mmol) of 1-(5-tert-butyl-2-methyl-2H-pyrazol-3-yl)-3-(4-piperazin-1-ylmethyl-phenyl)-urea dihydrochloride in methylene chloride (5 mL) is added DIEA (0.103 mL, 0.6 mmol), PS-carbodiimide (266 mg, 0.34 mmol), HOBT (23 mg, 0.17 mmol) and then isonicotinic acid (21 mg, 0.17 mmol). The reaction mixture is shaken at room temperature overnight. Next, PS-trisamine (150 mg) is added and the reaction mixture shaken at room temperature for 2 hr. The mixture is filtered and e... RXN SMILES: [C:47]([CH3:48])([CH3:49])([CH3:50])[O:51][C:52]([C:53]([C:54](=[O:55])[OH:56])([CH3:57])[CH3:58])=[O:59].[C:62](=[O:63])([O-:64])[OH:65].[CH3:1][C:2]([CH2:3][O:4][C:5]([N:6]=[C:7]([c:8]1[cH:9][cH:10][c:11]([NH:14][CH:15]([c:16]2[c:17]([F:28])[c:18]([O:24][CH2:25][CH2:26][OH:27])[cH:19][c:20]([O:22][CH3:23])[cH:21]2)[c:29]2[n:30][n:31](-[c:37]3[n:38][cH:39][cH:40][cH:41][n:42]3)[c:32]([O:34][CH2:35][Cl:36])[n:33]2)[cH:12][cH:13]1)[NH2:43])=[O:44])([CH3:45])[CH3:46].[CH3:69][CH2:70][O:71][C:72](=[O:73])[CH3:74].[Cl-:68].[I-:61].[K+:66].[Na+:60].[Na+:67].[OH2:75]>>[CH3:1][C:2]([CH2:3][O:4][C:5]([N:6]=[C:7]([c:8]1[cH:9][cH:10][c:11]([NH:14][CH:15]([c:16]2[c:17]([F:28])[c:18]([O:24][CH2:25][CH2:26][OH:27])[cH:19][c:20]([O:22][CH3:23])[cH:21]2)[c:29]2[n:30][n:31](-[c:37]3[n:38][cH:39][cH:40][cH:41][n:42]3)[c:32]([O:34][CH2:35][O:56][C:54]([C:53]([C:52]([O:51][C:47]([CH3:48])([CH3:49])[CH3:50])=[O:59])([CH3:57])[CH3:58])=[O:55])[n:33]2)[cH:12][cH:13]1)[NH2:43])=[O:44])([CH3:45])[CH3:46]. Starting materials: CC(C)(C)OC(=O)C(C)(C)C(=O)O, O=C([O-])O, COc1cc(OCCO)c(F)c(C(Nc2ccc(C(N)=NC(=O)OCC(C)(C)C)cc2)c2nc(OCCl)n(-c3ncccn3)n2)c1, CCOC(C)=O, [Cl-], [I-], [K+], [Na+], [Na+], O. The product is COc1cc(OCCO)c(F)c(C(Nc2ccc(C(N)=NC(=O)OCC(C)(C)C)cc2)c2nc(OCOC(=O)C(C)(C)C(=O)OC(C)(C)C)n(-c3ncccn3)n2)c1.